From a dataset of the Open Reaction Database (ORD), a public repository of structured organic reaction records. describe an organic reaction: reactants, conditions, products, and yield Reactants: Cl (HCl), O1CCOCC1 (dioxane), CC1=CC(=NC(=N1)SCC1=NC2=CC=CC=C2N=C1)O (6-methyl-2-[(quinoxalin-2-ylmethyl)sulfanyl]pyrimidin-4-ol). Run in CO (methanol). Conditions: time 20 minute. The product is Cl.Cl.CC1=CC(=NC(=N1)SCC1=NC2=CC=CC=C2N=C1)O (6-methyl-2-[(quinoxalin-2-ylmethyl)sulfanyl]pyrimidin-4-ol dihydrochloride). Yield: 92.0%. As a reaction SMILES: [CH3:1][C:2]1[N:7]=[C:6]([S:8][CH2:9][C:10]2[CH:19]=[N:18][C:17]3[C:12](=[CH:13][CH:14]=[CH:15][CH:16]=3)[N:11]=2)[N:5]=[C:4]([OH:20])[CH:3]=1.[ClH:21].O1CCOCC1>CO>[ClH:21].[ClH:21].[CH3:1][C:2]1[N:7]=[C:6]([S:8][CH2:9][C:10]2[CH:19]=[N:18][C:17]3[C:12](=[CH:13][CH:14]=[CH:15][CH:16]=3)[N:11]=2)[N:5]=[C:4]([OH:20])[CH:3]=1 |f:4.5.6|. Procedure details: 6-methyl-2-[(quinoxalin-2-ylmethyl)sulfanyl]pyrimidin-4-ol (250 mg, 879 μmol) was stirred in methanol (25 mL) and a solution of 4 N HCl in dioxane (660 μL, 2.63 mmol) was added dropwise at 0° C. The mixture was stirred for 20 minutes at room temperature. The solvent was removed by evaporation, and the residue was triturated with diethyl ether, filtered, washed with ether, and dried in vacuo to afford 6-methyl-2-[(quinoxalin-2-ylmethyl)sulfanyl]pyrimidin-4-ol dihydrochloride (289 mg, 92% yield); ... Yield: 12.5%. As a reaction SMILES: [C:1]([C:4]1[CH:9]=[CH:8][C:7](B(O)O)=[CH:6][CH:5]=1)(=[O:3])[NH2:2].[F:13][C:14]1[CH:15]=[C:16]([N:31]([C:40]2[CH:45]=[CH:44][C:43]([F:46])=[CH:42][CH:41]=2)[C:32]([C:34]2([C:37]([NH2:39])=[O:38])[CH2:36][CH2:35]2)=[O:33])[CH:17]=[CH:18][C:19]=1[O:20][C:21]1[CH:26]=[CH:25][N:24]=[C:23]2[CH:27]=[C:28](I)[S:29][C:22]=12.C([O-])([O-])=O.[Cs+].[Cs+].C1(C)C=CC=CC=1>O.CCO>[C:1]([C:4]1[CH:9]=[CH:8][C:7]([C:28]2[S:29][C:22]3[C:23](=[N:24][CH:25]=[CH:26][C:21]=3[O:20][C:19]3[CH:18]=[CH:17][C:16]([N:31]([C:40]4[CH:41]=[CH:42][C:43]([F:46])=[CH:44][CH:45]=4)[C:32]([C:34]4([C:37]([NH2:39])=[O:38])[CH2:36][CH2:35]4)=[O:33])=[CH:15][C:14]=3[F:13])[CH:27]=2)=[CH:6][CH:5]=1)(=[O:3])[NH2:2] |f:2.3.4|. Reported procedure: A sealable vial, was charged with 4-carbamoylphenylboronic acid (0.0312 g, 0.189 mmol), N-(3-fluoro-4-(2-iodothieno[3,2-b]pyridin-7-yloxy)phenyl)-N-(4-fluorophenyl)cyclopropane-1,1-dicarboxamide (Example 12, Step A, 0.100 g, 0.0947 mmol), Cs2CO3 (0.0309 g, 0.0947 mmol), toluene (2 mL) and EtOH (1 mL). Under nitrogen Pd(PPh3)4 (0.00547 g, 0.00473 mmol) was added and the reaction heated to 80° C. for 18 hours. The mixture was then cooled to room temperature, diluted with water (20 mL), and extract... Conditions: temperature 80 celsius. The reactants are C(N)(=O)C1=CC=C(C=C1)B(O)O (4-carbamoylphenylboronic acid), FC=1C=C(C=CC1OC1=C2C(=NC=C1)C=C(S2)I)N(C(=O)C2(CC2)C(=O)N)C2=CC=C(C=C2)F (N-(3-fluoro-4-(2-iodothieno[3,2-b]pyridin -7-yloxy)phenyl)-N-(4-fluorophenyl)cyclopropane-1,1-dicarboxamide), C(=O)([O-])[O-].[Cs+].[Cs+] (Cs2CO3), C1(=CC=CC=C1)C (toluene). Run in CCO (EtOH), O (water). The product is C(N)(=O)C1=CC=C(C=C1)C1=CC2=NC=CC(=C2S1)OC1=C(C=C(C=C1)N(C(=O)C1(CC1)C(=O)N)C1=CC=C(C=C1)F)F (N-(4-(2-(4-carbamoylphenyl)thieno[3,2-b]pyridin-7-yloxy)-3-fluorophenyl)-N-(4-fluorophenyl)cyclopropane-1,1-dicarboxamide). Starting materials: [C-]#N, [C-]#N, CCCCCCCCO, CCOc1cc(N)ccc1C(=O)O, Cl, N#C[Cu], N#C[Cu], O=N[O-], N#N, [Na+], [Na+], [Na+], O. Product: CCOc1cc(C#N)ccc1C(=O)O. RXN SMILES: [C-:24]#[N:25].[C-:4]#[N:5].[CH2:34]([OH:35])[CH2:36][CH2:37][CH2:38][CH2:39][CH2:40][CH2:41][CH3:42].[CH2:7]([CH3:8])[O:9][c:10]1[c:11]([C:12](=[O:13])[OH:14])[cH:15][cH:16][c:17]([NH2:19])[cH:18]1.[ClH:33].[Cu:1][C:2]#[N:3].[Cu:27][C:28]#[N:29].[N:20]([O-:21])=[O:22].[N:30]#[N:31].[Na+:23].[Na+:26].[Na+:6].[OH2:32]>>[C:2](#[N:3])[c:17]1[cH:16][cH:15][c:11]([C:12](=[O:13])[OH:14])[c:10]([O:9][CH2:7][CH3:8])[cH:18]1. The reactants are IC1=CC2=C(C=C1)C1=C(C(N(CC1)C(=O)OC(C)(C)C)C)O2 (tert-butyl 7-iodo-1-methyl-3,4-dihydro[1]benzofuro[2,3-c]pyridine-2(1H)-carboxylate), IC=1C=CC2=C(C1)C1=C(C(NCC1)C)O2 (6-iodo-1-methyl-1,2,3,4-tetrahydro[1]benzofuro[2,3-c]pyridine). The product is IC=1C=CC2=C(C1)C1=C(C(N(CC1)C(=O)OC(C)(C)C)C)O2 (Tert-butyl 6-iodo-1-methyl-3,4-dihydro[1]benzofuro[2,3-c]pyridine-2(1H)-carboxylate). RXN SMILES: I[C:2]1[CH:7]=[CH:6][C:5]2[C:8]3[CH2:13][CH2:12][N:11]([C:14]([O:16][C:17]([CH3:20])([CH3:19])[CH3:18])=[O:15])[CH:10]([CH3:21])[C:9]=3[O:22][C:4]=2[CH:3]=1.[I:23]C1C=CC2OC3C(C)NCCC=3C=2C=1>>[I:23][C:7]1[CH:2]=[CH:3][C:4]2[O:22][C:9]3[CH:10]([CH3:21])[N:11]([C:14]([O:16][C:17]([CH3:19])([CH3:20])[CH3:18])=[O:15])[CH2:12][CH2:13][C:8]=3[C:5]=2[CH:6]=1. Procedure: Synthesized as described for tert-butyl 7-iodo-1-methyl-3,4-dihydro[1]benzofuro[2,3-c]pyridine-2(1H)-carboxylate starting from 6-iodo-1-methyl-1,2,3,4-tetrahydro[1]benzofuro[2,3-c]pyridine. MS m/z 414 [M+H]+. 1H-NMR (400 MHz, CDCl3): δ 1.47 (d, J=6.8 Hz, 3H), 1.51 (s, 9H), 2.57 (m, 1H), 2.71 (m, 1H), 3.05 (m, 1H), 4.38 (m, 1H), 5.21 (m, 1H), 7.20 (d, J=8.6 Hz, 1H), 7.51 (dd, J=8.6, 1.8 Hz, 1H), 7.76 (s, 1H). Starting materials: CCOC(=O)C(OC(C)=O)c1cc(F)cc2ccoc12, CN(C)P(=O)(N(C)C)N(C)C, CO, CCOC(C)=O, [I-], [I-], C1CCOC1, [Sm+2]. Product: CCOC(=O)Cc1cc(F)cc2ccoc12. Reaction SMILES: [C:1]([O:2][CH:5]([C:6](=[O:7])[O:8][CH2:9][CH3:10])[c:11]1[cH:12][c:13]([F:20])[cH:14][c:15]2[cH:16][cH:17][o:18][c:19]12)(=[O:3])[CH3:4].[CH3:21][N:22]([P:23]([N:24]([CH3:25])[CH3:26])([N:27]([CH3:28])[CH3:29])=[O:30])[CH3:31].[CH3:32][OH:33].[CH3:42][CH2:43][O:44][C:45](=[O:46])[CH3:47].[I-:39].[I-:41].[O:34]1[CH2:35][CH2:36][CH2:37][CH2:38]1.[Sm+2:40]>>[CH2:5]([C:6](=[O:7])[O:8][CH2:9][CH3:10])[c:11]1[cH:12][c:13]([F:20])[cH:14][c:15]2[cH:16][cH:17][o:18][c:19]12. The reactants are C(C1=CC=CC=C1)OC(=O)NCCCC[C@@H](C(=O)OCC)NC(=S)NC(C)(C)C (ethyl (2S)-6-{[(benzyloxy)-carbonyl]amino}-2-{[(tert-butylamino)carbothioyl]-amino}hexanoate), Cl (hydrochloric acid). The solvent is C(C)OCC (diethyl ether). Yields the product Cl.Cl.NCCCC[C@@H]1N=C(SC1)N ((−)-(4S)-4-(4-Aminobutyl)-4,5-dihydro-1,3-thiazol-2-ylamine dihydrochloride). As a reaction SMILES: C(OC([NH:11][CH2:12][CH2:13][CH2:14][CH2:15][C@H:16]([NH:22][C:23]([NH:25]C(C)(C)C)=[S:24])[C:17](OCC)=O)=O)C1C=CC=CC=1.[ClH:30]>C(OCC)C>[ClH:30].[ClH:30].[NH2:11][CH2:12][CH2:13][CH2:14][CH2:15][C@H:16]1[CH2:17][S:24][C:23]([NH2:25])=[N:22]1 |f:3.4.5|. Procedure: The process is performed as in Example 9, starting with 0.59 g of ethyl (2S)-6-{[(benzyloxy)-carbonyl]amino}-2-{[(tert-butylamino)carbothioyl]-amino}hexanoate in 6 cm3 of 6N hydrochloric acid. After concentration of the reaction medium under the same conditions, the foam obtained is taken up 3 times in diethyl ether and the phases are separated each time after settling has taken place, and the remaining insoluble material is then taken up in 10 cm3 of acetonitrile. The resulting crystalline prod... Reactants: ClC1=CC=C(CN2C(=NC=3N(C(N(C(C23)=O)CC2OC2)=O)C)OC2=CC(=CC=C2)OC(F)(F)F)C=C1 (7-(4-chlorobenzyl)-3-methyl-1-(oxiran-2-ylmethyl)-8-(3-(trifluoromethoxy)phenoxy)-1H-purine-2,6(3H,7H)-dione), Cl.CNC (dimethylamine hydrochloride), Cl(=O)(=O)(=O)[O-].[Li+] (lithium perchlorate). Run in C1CCOC1 (THF), C(C)(=O)OCC (ethyl acetate), O (water). Run at temperature 25 celsius, time 2 hour. Yields the product ClC1=CC=C(CN2C(=NC=3N(C(N(C(C23)=O)CC(CN(C)C)O)=O)C)OC2=CC(=CC=C2)OC(F)(F)F)C=C1 (7-(4-chlorobenzyl)-1-(3-(dimethylamino)-2-hydroxypropyl)-3-methyl-8-(3-(trifluoromethoxy)phenoxy)-1H-purine-2,6(3H,7H)-dione). Yield: 45.9%. RXN SMILES: [Cl:1][C:2]1[CH:36]=[CH:35][C:5]([CH2:6][N:7]2[C:15]3[C:14](=[O:16])[N:13]([CH2:17][CH:18]4[CH2:20][O:19]4)[C:12](=[O:21])[N:11]([CH3:22])[C:10]=3[N:9]=[C:8]2[O:23][C:24]2[CH:29]=[CH:28][CH:27]=[C:26]([O:30][C:31]([F:34])([F:33])[F:32])[CH:25]=2)=[CH:4][CH:3]=1.Cl.[CH3:38][NH:39][CH3:40].Cl([O-])(=O)(=O)=O.[Li+]>C1COCC1.C(OCC)(=O)C.O>[Cl:1][C:2]1[CH:3]=[CH:4][C:5]([CH2:6][N:7]2[C:15]3[C:14](=[O:16])[N:13]([CH2:17][CH:18]([OH:19])[CH2:20][N:39]([CH3:40])[CH3:38])[C:12](=[O:21])[N:11]([CH3:22])[C:10]=3[N:9]=[C:8]2[O:23][C:24]2[CH:29]=[CH:28][CH:27]=[C:26]([O:30][C:31]([F:33])([F:32])[F:34])[CH:25]=2)=[CH:35][CH:36]=1 |f:1.2,3.4|. Procedure details: To a solution of 7-(4-chlorobenzyl)-3-methyl-1-(oxiran-2-ylmethyl)-8-(3-(trifluoromethoxy)phenoxy)-1H-purine-2,6(3H,7H)-dione (100 mg, 0.192 mmol, example 13, step 1) in THF (10 mL) was added dimethylamine hydrochloride (160 mg, 1.98 mmol) and lithium perchlorate (20 mg, 0.189 mmol). The mixture was stirred at 25° C. in a sealed tube for 2 h. The mixture was diluted with ethyl acetate and water. The phases were separated and the organic phase was washed with brine, dried over sodium sulfate, fil... Starting materials: Cc1ccccc1, COC(C)(C)OC, [Na+], O=C([O-])O, Oc1ccccc1O. The product is CC1(C)Oc2ccccc2O1. Reaction SMILES: [CH3:21][c:22]1[cH:23][cH:24][cH:25][cH:26][cH:27]1.[CH3:9][O:10][C:11]([CH3:12])([CH3:13])[O:14][CH3:15].[Na+:20].[O-:16][C:17]([OH:18])=[O:19].[OH:1][c:2]1[cH:3][cH:4][cH:5][cH:6][c:7]1[OH:8]>>[O:1]1[c:2]2[cH:3][cH:4][cH:5][cH:6][c:7]2[O:8][C:11]1([CH3:12])[CH3:13].